Dataset: the Open Reaction Database (ORD), a public repository of structured organic reaction records. Task: describe an organic reaction: reactants, conditions, products, and yield The reactants are Cc1cc(NC(=O)Oc2ccccc2)n(-c2ccc(Cl)cc2)n1, Nc1ccc(Oc2ccnc3[nH]c(=O)[nH]c23)cc1. Product: Cc1cc(NC(=O)Nc2ccc(Oc3ccnc4[nH]c(=O)[nH]c34)cc2)n(-c2ccc(Cl)cc2)n1. As a reaction SMILES: [Cl:1][c:2]1[cH:3][cH:4][c:5](-[n:8]2[n:9][c:10]([CH3:23])[cH:11][c:12]2[NH:13][C:14]([O:15][c:16]2[cH:17][cH:18][cH:19][cH:20][cH:21]2)=[O:22])[cH:6][cH:7]1.[NH2:24][c:25]1[cH:26][cH:27][c:28]([O:29][c:30]2[c:31]3[c:32]([n:33][cH:34][cH:35]2)[nH:36][c:37](=[O:39])[nH:38]3)[cH:40][cH:41]1>>[Cl:1][c:2]1[cH:3][cH:4][c:5](-[n:8]2[n:9][c:10]([CH3:23])[cH:11][c:12]2[NH:13][C:14](=[O:22])[NH:24][c:25]2[cH:26][cH:27][c:28]([O:29][c:30]3[c:31]4[c:32]([n:33][cH:34][cH:35]3)[nH:36][c:37](=[O:39])[nH:38]4)[cH:40][cH:41]2)[cH:6][cH:7]1. Reactants: Cl (hydrochloric acid), 24.0, C1(=CC=CC=C1)C1=CC=C(C=O)C=C1 (p-phenylbenzaldehyde), [OH-].[K+] (potassium hydroxide), CN(C=O)C (dimethyl formamide). The solvent is O (water). The product is C1(=CC=CC=C1)C1=CC=C(C=CC2=CC=CC=C2)C=C1 (4'-phenylstilbene), ( 10 ). Reaction SMILES: [C:1]1([C:7]2[CH:14]=[CH:13][C:10]([CH:11]=O)=[CH:9][CH:8]=2)[CH:6]=[CH:5][CH:4]=[CH:3][CH:2]=1.[OH-].[K+].CN(C)C=O.Cl>O>[C:1]1([C:7]2[CH:14]=[CH:13][C:10]([CH:11]=[CH:7][C:1]3[CH:6]=[CH:5][CH:4]=[CH:3][CH:2]=3)=[CH:9][CH:8]=2)[CH:6]=[CH:5][CH:4]=[CH:3][CH:2]=1 |f:1.2|. Reported procedure: A mixture of 24.0 parts of the compound of formula ##STR18## 25.8 parts of p-phenylbenzaldehyde-anile and 50.0 parts of potassium hydroxide powder in 600.0 parts by volume of dimethyl formamide is raised to 60° in 30 minutes with stirring and in the absence of air. It is maintained at this temperature for a further 30 minutes, after which it is cooled to about 10°. At a temperature between 10° and 20° 20 parts of water and then 500.0 parts by volume of 10% hydrochloric acid are added. The precip... Starting materials: CCOC(=O)C1CCCC1=O, CCI. Product: CCOC(=O)C1(CC)CCCC1=O. RXN SMILES: [C:1](=[O:2])([O:3][CH2:4][CH3:5])[CH:6]1[C:7](=[O:11])[CH2:8][CH2:9][CH2:10]1.[CH2:12]([CH3:13])[I:14]>>[C:1](=[O:2])([O:3][CH2:4][CH3:5])[C:6]1([CH2:12][CH3:13])[C:7](=[O:11])[CH2:8][CH2:9][CH2:10]1.